Task: describe an organic reaction: reactants, conditions, products, and yield. Dataset: the Open Reaction Database (ORD), a public repository of structured organic reaction records The reactants are C(C)OC(C1=CC=C(C=C1)S(=O)(=O)Cl)=O (4-Chlorosulfonyl-benzoic acid ethyl ester), NC1=CC(=C(C=C1)C(C(C(F)(F)F)(O)C1=CC(=NC=C1)Cl)C)Cl (3-(4-Amino-2-chloro-phenyl)-2-(2-chloro-pyridin-4-yl)-1,1,1-trifluoro-butan-2-ol). Run in N1=CC=CC=C1 (pyridine). Run at time 30 minute. Yields the product C(C)OC(C1=CC=C(C=C1)S(NC1=CC(=C(C=C1)C(C(C(F)(F)F)(O)C1=CC(=NC=C1)Cl)C)Cl)(=O)=O)=O (4-{3-Chloro-4-[2-(2-chloro-pyridin-4-yl)-3,3,3-trifluoro-2-hydroxy-1-methyl-propyl]-phenylsulfamoyl}-benzoic acid ethyl ester). Reaction SMILES: [CH2:1]([O:3][C:4](=[O:15])[C:5]1[CH:10]=[CH:9][C:8]([S:11](Cl)(=[O:13])=[O:12])=[CH:7][CH:6]=1)[CH3:2].[NH2:16][C:17]1[CH:22]=[CH:21][C:20]([CH:23]([CH3:37])[C:24]([C:30]2[CH:35]=[CH:34][N:33]=[C:32]([Cl:36])[CH:31]=2)([OH:29])[C:25]([F:28])([F:27])[F:26])=[C:19]([Cl:38])[CH:18]=1>N1C=CC=CC=1>[CH2:1]([O:3][C:4](=[O:15])[C:5]1[CH:10]=[CH:9][C:8]([S:11](=[O:13])(=[O:12])[NH:16][C:17]2[CH:22]=[CH:21][C:20]([CH:23]([CH3:37])[C:24]([C:30]3[CH:35]=[CH:34][N:33]=[C:32]([Cl:36])[CH:31]=3)([OH:29])[C:25]([F:26])([F:27])[F:28])=[C:19]([Cl:38])[CH:18]=2)=[CH:7][CH:6]=1)[CH3:2]. Procedure details: 4-Chlorosulfonyl-benzoic acid ethyl ester (CAS Reg. No. 10486-51-8, 15 mg) was added to a solution of 3-(4-amino-2-chloro-phenyl)-2-(2-chloro-pyridin-4-yl)-1,1,1-trifluoro-butan-2-ol (Example 68 step 4, 20 mg) in pyridine (0.8 ml). The solution was stirred for 30 min at room temperature. The mixture was purified by prep. HPLC (C18-column, solvent gradient 20-98% CH3CN in 0.1% HCOOH[aq]) to give the title compound (18 mg) as a light yellow foam. MS (m/e)=577.1 [M+H+]. Run at temperature 80 celsius, time 18 hour. Procedure details: 1-(2-Chloro-ethyl)-pyrrolidine hydrochloride (1.2 g, 7.0 mmol, 1.1 equiv) is added to a suspension of 2-fluoro-4-nitrophenol (1 g, 6.4 mmol) and cesium carbonate (5.2 g, 15.9 mmol, 2.5 equiv) in DMF (20 mL). The resulting mixture is heated to 80° C. and stirred for 18 h. Additional 1-(2-chloro-ethyl)-pyrrolidine hydrochloride (1 g) is added and the mixture is stirred for 3 h at 80° C. The reaction mixture is cooled to RT, diluted with EtOAc and H2O. The layers are separated and the aqueous layer... Yields the product FC1=C(OCCN2CCCC2)C=CC(=C1)[N+](=O)[O-] (1-[2-(2-Fluoro-4-nitro-phenoxy)-ethyl]-pyrrolidine). As a reaction SMILES: Cl.Cl[CH2:3][CH2:4][N:5]1[CH2:9][CH2:8][CH2:7][CH2:6]1.[F:10][C:11]1[CH:16]=[C:15]([N+:17]([O-:19])=[O:18])[CH:14]=[CH:13][C:12]=1[OH:20].C(=O)([O-])[O-].[Cs+].[Cs+]>CN(C=O)C.CCOC(C)=O.O>[F:10][C:11]1[CH:16]=[C:15]([N+:17]([O-:19])=[O:18])[CH:14]=[CH:13][C:12]=1[O:20][CH2:3][CH2:4][N:5]1[CH2:9][CH2:8][CH2:7][CH2:6]1 |f:0.1,3.4.5|. Solvent: CN(C)C=O (DMF), CCOC(=O)C (EtOAc), O (H2O). Reactants: Cl.ClCCN1CCCC1 (1-(2-chloro-ethyl)-pyrrolidine hydrochloride), Cl.ClCCN1CCCC1 (1-(2-Chloro-ethyl)-pyrrolidine hydrochloride), FC1=C(C=CC(=C1)[N+](=O)[O-])O (2-fluoro-4-nitrophenol), C([O-])([O-])=O.[Cs+].[Cs+] (cesium carbonate). The reactants are NCCSCC1=NSC=C1 (3-[(2-aminoethyl)thiomethyl]isothiazole), C(C1=CC=CC=C1)(=O)N=C=S (benzoyl isothiocyanate). The product is C(C1=CC=CC=C1)(=O)NC(=S)NCCSCC1=NSC=C1 (N-benzoyl-N'-[2-(3-isothiazolylmethylthio)ethyl]thiourea). Reaction SMILES: [NH2:1][CH2:2][CH2:3][S:4][CH2:5][C:6]1[CH:10]=[CH:9][S:8][N:7]=1.[C:11]([N:19]=[C:20]=[S:21])(=[O:18])[C:12]1[CH:17]=[CH:16][CH:15]=[CH:14][CH:13]=1>>[C:11]([NH:19][C:20]([NH:1][CH2:2][CH2:3][S:4][CH2:5][C:6]1[CH:10]=[CH:9][S:8][N:7]=1)=[S:21])(=[O:18])[C:12]1[CH:17]=[CH:16][CH:15]=[CH:14][CH:13]=1. Procedure details: By the procedure of Example 18, 3-[(2-aminoethyl)thiomethyl]isothiazole is reacted with benzoyl isothiocyanate to give N-benzoyl-N'-[2-(3-isothiazolylmethylthio)ethyl]thiourea. Removing the benzoyl group by the procedure of Example 18 gives N-[2-(3-isothiazolylmethylthio)ethyl]thiourea. Reactants: OCCc1c2n(c3ccccc13)CCN(Cc1ccccc1)CC2, C1CCOC1, Oc1ccccc1, c1ccc(P(c2ccccc2)c2ccccc2)cc1. The product is c1ccc(CN2CCc3c(CCOc4ccccc4)c4ccccc4n3CC2)cc1. Reaction SMILES: [CH2:1]([c:2]1[cH:3][cH:4][cH:5][cH:6][cH:7]1)[N:8]1[CH2:9][CH2:10][n:11]2[c:12]([c:13]([CH2:20][CH2:21][OH:22])[c:14]3[cH:15][cH:16][cH:17][cH:18][c:19]23)[CH2:23][CH2:24]1.[CH2:51]1[O:52][CH2:53][CH2:54][CH2:55]1.[OH:25][c:26]1[cH:27][cH:28][cH:29][cH:30][cH:31]1.[c:32]1([P:33]([c:34]2[cH:35][cH:36][cH:37][cH:38][cH:39]2)[c:40]2[cH:41][cH:42][cH:43][cH:44][cH:45]2)[cH:46][cH:47][cH:48][cH:49][cH:50]1>>[CH2:1]([c:2]1[cH:3][cH:4][cH:5][cH:6][cH:7]1)[N:8]1[CH2:9][CH2:10][n:11]2[c:12]([c:13]([CH2:20][CH2:21][O:22][c:26]3[cH:27][cH:28][cH:29][cH:30][cH:31]3)[c:14]3[cH:15][cH:16][cH:17][cH:18][c:19]23)[CH2:23][CH2:24]1. The reactants are [Na] (sodium), CC1=C(C=C(C=C1)[N+](=O)[O-])NC(=N)N ((2-methyl-5-nitrophenyl)guanidine), O=C(CC=O)C=1C=NC=CC1 (β-oxo-3-pyridinepropanal), Cl (hydrochloric acid). Solvent: C(C)(C)O (isopropanol), C1(=CC=CC=C1)C (toluene). Product: CC1=C(C=C(C=C1)[N+](=O)[O-])NC1=NC=CC(=N1)C=1C=NC=CC1 (N-(2-methyl-5-nitrophenyl)-4-(3-pyridinyl)-2-pyrimidine amine). Reaction SMILES: [Na].O=[C:3]([C:7]1[CH:8]=[N:9][CH:10]=[CH:11][CH:12]=1)[CH2:4][CH:5]=O.Cl.[CH3:14][C:15]1[CH:20]=[CH:19][C:18]([N+:21]([O-:23])=[O:22])=[CH:17][C:16]=1[NH:24][C:25]([NH2:27])=[NH:26]>C(O)(C)C.C1(C)C=CC=CC=1>[CH3:14][C:15]1[CH:20]=[CH:19][C:18]([N+:21]([O-:23])=[O:22])=[CH:17][C:16]=1[NH:24][C:25]1[N:27]=[C:3]([C:7]2[CH:8]=[N:9][CH:10]=[CH:11][CH:12]=2)[CH:4]=[CH:5][N:26]=1 |^1:0|. Procedure: Under inert atmosphere, 5 g of sodium salt of the β-oxo-3-pyridinepropanal, with HPLC purity of 99% (A %) and salt content of 25% (residue by calcination), and 8 mL hydrochloric acid in isopropanol in 50 mL toluene is suspended. 3.7 g (2-methyl-5-nitrophenyl)guanidine is added, and the mixture is stirred at room temperature for an hour. The mixture is refluxed for 18 hours, removing the water with a Dean Stark apparatus. Once completed the conversion, the suspension is cooled to 10° C., and the ...